From a dataset of the Open Reaction Database (ORD), a public repository of structured organic reaction records. describe an organic reaction: reactants, conditions, products, and yield Starting materials: N1=C(C=CC=C1)C1=NC(=NO1)C1=CC=C(C=C1)[N+](=O)[O-] (5-(2-pyridyl)-3-(4-nitrophenyl)-1,2,4-oxadiazole), ( a ), Cl (HCl). Reagents/catalysts: [Pd] (Pd/C). The solvent is C(C)O (ethanol). Product: N1=C(C=CC=C1)C1=NC(=NO1)C1=CC=C(C=C1)N (5-(2-pyridyl)-3-(4-aminophenyl)-1,2,4-oxadiazole). Reaction SMILES: [N:1]1[CH:6]=[CH:5][CH:4]=[CH:3][C:2]=1[C:7]1[O:11][N:10]=[C:9]([C:12]2[CH:17]=[CH:16][C:15]([N+:18]([O-])=O)=[CH:14][CH:13]=2)[N:8]=1.Cl>[Pd].C(O)C>[N:1]1[CH:6]=[CH:5][CH:4]=[CH:3][C:2]=1[C:7]1[O:11][N:10]=[C:9]([C:12]2[CH:17]=[CH:16][C:15]([NH2:18])=[CH:14][CH:13]=2)[N:8]=1. Procedure: A mixture of 2.68 g. (0.01 mole) of 5-(2-pyridyl)-3-(4-nitrophenyl)-1,2,4-oxadiazole, from part (a), 10 ml. of 10% HCl, 190 ml. of absolute ethanol, and 0.27 g. of 5% Pd/C is reduced on the Parr hydrogenator at 50 psi. until the required amount of hydrogen is absorbed. The catalyst is removed by filtration followed by removal of the ethanol by distillation in vacuo to yield the 5-(2-pyridyl)-3-(4-aminophenyl)-1,2,4-oxadiazole. The reactants are [N+](=O)([O-])C1=CC=C(C=C1)S(=O)(=O)O (p-nitrobenzenesulfonic acid), O=P12OP3(=O)OP(=O)(O1)OP(=O)(O2)O3 (phosphorous pentoxide). Solvent: ClC=CCl (1,2-dichloroethylene). The product is [N+](=O)([O-])C1=CC=C(C=C1)S(=O)(=O)OS(=O)(=O)C1=CC=C(C=C1)[N+](=O)[O-] (p-nitrobenzenesulfonic anhydride). Isolated yield 20.9%. As a reaction SMILES: [N+:1]([C:4]1[CH:9]=[CH:8][C:7]([S:10]([OH:13])(=[O:12])=[O:11])=[CH:6][CH:5]=1)([O-:3])=[O:2].O=P12OP3(OP(OP(O3)(O1)=O)(=O)O2)=O>ClC=CCl>[N+:1]([C:4]1[CH:5]=[CH:6][C:7]([S:10]([O:13][S:10]([C:7]2[CH:6]=[CH:5][C:4]([N+:1]([O-:3])=[O:2])=[CH:9][CH:8]=2)(=[O:11])=[O:12])(=[O:11])=[O:12])=[CH:8][CH:9]=1)([O-:3])=[O:2]. Procedure: A mixture of p-nitrobenzenesulfonic acid (20 g), phosphorous pentoxide (50 g) and 1,2-dichloroethylene (100 ml) is heated at reflux for 4 days. The hot supernatant is decanted from the gummy residue and allowed to cool to room temperature. The resulting crystalline precipitate of p-nitrobenzenesulfonic anhydride (1.5 g) is collected, washed with anhydrous diethylether, and dried under vacuum. The gummy residue is twice more refluxed overnight with 100 ml portions of dichloroethylene and worked u... Starting materials: COC(=O)c1nsc2cc(Br)ccc12, O=C([O-])[O-], [Cs+], [Cs+], Clc1cccc(Cl)c1-c1noc(C2CC2)c1COC1CCCNCC1, O=C(C=Cc1ccccc1)C=Cc1ccccc1, O=C(C=Cc1ccccc1)C=Cc1ccccc1, O=C(C=Cc1ccccc1)C=Cc1ccccc1, [Pd], [Pd], Cc1ccccc1C. Yields the product COC(=O)c1nsc2cc(N3CCCC(OCc4c(-c5c(Cl)cccc5Cl)noc4C4CC4)CC3)ccc12. RXN SMILES: [Br:26][c:27]1[cH:28][c:29]2[c:30]([c:31]([C:34](=[O:35])[O:36][CH3:37])[n:32][s:33]2)[cH:38][cH:39]1.[C:40](=[O:41])([O-:42])[O-:43].[Cs+:44].[Cs+:45].[NH:1]1[CH2:2][CH2:3][CH:4]([O:8][CH2:9][c:10]2[c:11](-[c:18]3[c:19]([Cl:25])[cH:20][cH:21][cH:22][c:23]3[Cl:24])[n:12][o:13][c:14]2[CH:15]2[CH2:16][CH2:17]2)[CH2:5][CH2:6][CH2:7]1.[O:48]=[C:49]([CH:50]=[CH:51][c:52]1[cH:53][cH:54][cH:55][cH:56][cH:57]1)[CH:58]=[CH:59][c:60]1[cH:61][cH:62][cH:63][cH:64][cH:65]1.[O:66]=[C:67]([CH:68]=[CH:69][c:70]1[cH:71][cH:72][cH:73][cH:74][cH:75]1)[CH:76]=[CH:77][c:78]1[cH:79][cH:80][cH:81][cH:82][cH:83]1.[O:84]=[C:85]([CH:86]=[CH:87][c:88]1[cH:89][cH:90][cH:91][cH:92][cH:93]1)[CH:94]=[CH:95][c:96]1[cH:97][cH:98][cH:99][cH:100][cH:101]1.[Pd:46].[Pd:47].[c:102]1([CH3:103])[c:104]([CH3:105])[cH:106][cH:107][cH:108][cH:109]1>>[N:1]1([c:27]2[cH:28][c:29]3[c:30]([c:31]([C:34](=[O:35])[O:36][CH3:37])[n:32][s:33]3)[cH:38][cH:39]2)[CH2:2][CH2:3][CH:4]([O:8][CH2:9][c:10]2[c:11](-[c:18]3[c:19]([Cl:25])[cH:20][cH:21][cH:22][c:23]3[Cl:24])[n:12][o:13][c:14]2[CH:15]2[CH2:16][CH2:17]2)[CH2:5][CH2:6][CH2:7]1. Reactants: solution, Cl (hydrogen chloride), O[C@@H]1C[C@H](N(C1)C)CCOC1=C(C=CC=C1C)CCC1=CC=CC=C1 ((2R,4R)-4-hydroxy-1-methyl-2-{2-[6-methyl-2-(2-phenylethyl)phenoxy]ethyl}pyrrolidine). Solvent: C(C)(=O)OCC (ethyl acetate), C(C)(=O)OCC (ethyl acetate). Run at time 10 minute. Yields the product Cl.O[C@@H]1C[C@H](N(C1)C)CCOC1=C(C=CC=C1C)CCC1=CC=CC=C1 ((2R,4R)-4-Hydroxy-1-methyl-2-{2-[6-methyl-2-(2-phenylethyl)phenoxy]ethyl}pyrrolidine hydrochloride). Yield: 88.0%. Reaction SMILES: [OH:1][C@H:2]1[CH2:6][N:5]([CH3:7])[C@H:4]([CH2:8][CH2:9][O:10][C:11]2[C:16]([CH3:17])=[CH:15][CH:14]=[CH:13][C:12]=2[CH2:18][CH2:19][C:20]2[CH:25]=[CH:24][CH:23]=[CH:22][CH:21]=2)[CH2:3]1.[ClH:26]>C(OCC)(=O)C>[ClH:26].[OH:1][C@H:2]1[CH2:6][N:5]([CH3:7])[C@H:4]([CH2:8][CH2:9][O:10][C:11]2[C:16]([CH3:17])=[CH:15][CH:14]=[CH:13][C:12]=2[CH2:18][CH2:19][C:20]2[CH:21]=[CH:22][CH:23]=[CH:24][CH:25]=2)[CH2:3]1 |f:3.4|. Procedure: 1050 mg of (2R,4R)-4-hydroxy-1-methyl-2-{2-[6-methyl-2-(2-phenylethyl)phenoxy]ethyl}pyrrolidine [prepared as described in step (c) above] were dissolved in 10 ml of ethyl acetate, and then 0.77 ml of a 4N solution of hydrogen chloride in ethyl acetate were added to the resulting solution. The solvent was then removed by evaporation under reduced pressure. 20 ml of ethyl acetate were added to the resulting solid substance, and the mixture was allowed to stand at room temperature for about 10 minu... The reactants are Cc1cnc(Cl)nc1-c1c[nH]c2ccccc12, COc1cc(N2CCC(N(C)C)CC2)c(C)cc1N. Product: COc1cc(N2CCC(N(C)C)CC2)c(C)cc1Nc1ncc(C)c(-c2c[nH]c3ccccc23)n1. RXN SMILES: [Cl:1][c:2]1[n:3][cH:4][c:5]([CH3:17])[c:6](-[c:8]2[cH:9][nH:10][c:11]3[cH:12][cH:13][cH:14][cH:15][c:16]23)[n:7]1.[NH2:18][c:19]1[cH:20][c:21]([CH3:36])[c:22]([N:27]2[CH2:28][CH2:29][CH:30]([N:33]([CH3:34])[CH3:35])[CH2:31][CH2:32]2)[cH:23][c:24]1[O:25][CH3:26]>>[c:2]1([NH:18][c:19]2[cH:20][c:21]([CH3:36])[c:22]([N:27]3[CH2:28][CH2:29][CH:30]([N:33]([CH3:34])[CH3:35])[CH2:31][CH2:32]3)[cH:23][c:24]2[O:25][CH3:26])[n:3][cH:4][c:5]([CH3:17])[c:6](-[c:8]2[cH:9][nH:10][c:11]3[cH:12][cH:13][cH:14][cH:15][c:16]23)[n:7]1. The reactants are COC(=O)Cc1cc(C)c(-c2ccc(OC)cc2)cc1C, CI, [Cl-], [NH4+], C1CCOC1. Yields the product COC(=O)C(C)c1cc(C)c(-c2ccc(OC)cc2)cc1C. RXN SMILES: [CH3:1][O:2][c:3]1[cH:4][cH:5][c:6](-[c:9]2[c:10]([CH3:21])[cH:11][c:12]([CH2:16][C:17](=[O:18])[O:19][CH3:20])[c:13]([CH3:15])[cH:14]2)[cH:7][cH:8]1.[CH3:22][I:23].[Cl-:24].[NH4+:25].[O:26]1[CH2:27][CH2:28][CH2:29][CH2:30]1>>[CH3:1][O:2][c:3]1[cH:4][cH:5][c:6](-[c:9]2[c:10]([CH3:21])[cH:11][c:12]([CH:16]([C:17](=[O:18])[O:19][CH3:20])[CH3:22])[c:13]([CH3:15])[cH:14]2)[cH:7][cH:8]1. The reactants are C1CCOC1, COC(=O)c1ccc(NC(=O)c2ccc3[nH]nnc3c2)cc1, CO, Cl, [Na+], [OH-], O. Yields the product O=C(O)c1ccc(NC(=O)c2ccc3[nH]nnc3c2)cc1. RXN SMILES: [CH2:28]1[O:29][CH2:30][CH2:31][CH2:32]1.[CH3:1][O:2][C:3]([c:4]1[cH:5][cH:6][c:7]([NH:10][C:11](=[O:12])[c:13]2[cH:14][c:15]3[c:16]([nH:17][n:18][n:19]3)[cH:20][cH:21]2)[cH:8][cH:9]1)=[O:22].[CH3:23][OH:24].[ClH:27].[Na+:26].[OH-:25].[OH2:33]>>[O:2]=[C:3]([c:4]1[cH:5][cH:6][c:7]([NH:10][C:11](=[O:12])[c:13]2[cH:14][c:15]3[c:16]([nH:17][n:18][n:19]3)[cH:20][cH:21]2)[cH:8][cH:9]1)[OH:22]. Reactants: Cl (HCl), OO (H2O2), [OH-].[Na+] (NaOH), CC1(OB(OC1(C)C)C=1C=C(C=C2C=C(C(OC12)C(F)(F)F)C(=O)OCC)OC(F)(F)F)C (ethyl 8-(4,4,5,5-tetramethyl-1,3,2-dioxaborolan-2-yl)-6-(trifluoromethoxy)-2-(trifluoromethyl)-2H-chromene-3-carboxylate). Solvent: C1CCOC1 (THF), [Cl-].[Na+].O (brine). Run at time 3.5 hour. Yields the product OC=1C=C(C=C2C=C(C(OC12)C(F)(F)F)C(=O)OCC)OC(F)(F)F (ethyl 8-hydroxy-6-(trifluoromethoxy)-2-(trifluoromethyl)-2H-chromene-3-carboxylate). Yield: 91.0%. RXN SMILES: CC1(C)C(C)(C)OB([C:9]2[CH:10]=[C:11]([O:28][C:29]([F:32])([F:31])[F:30])[CH:12]=[C:13]3[C:18]=2[O:17][CH:16]([C:19]([F:22])([F:21])[F:20])[C:15]([C:23]([O:25][CH2:26][CH3:27])=[O:24])=[CH:14]3)O1.[OH:34]O.[OH-].[Na+].Cl>C1COCC1.[Cl-].[Na+].O>[OH:34][C:9]1[CH:10]=[C:11]([O:28][C:29]([F:30])([F:31])[F:32])[CH:12]=[C:13]2[C:18]=1[O:17][CH:16]([C:19]([F:21])([F:20])[F:22])[C:15]([C:23]([O:25][CH2:26][CH3:27])=[O:24])=[CH:14]2 |f:2.3,6.7.8|. Procedure: To a solution of ethyl 8-(4,4,5,5-tetramethyl-1,3,2-dioxaborolan-2-yl)-6-(trifluoromethoxy)-2-(trifluoromethyl)-2H-chromene-3-carboxylate prepared as in Step 1 (600 mg, 1.24 mmole) in THF (20. mL) was added 30% H2O2 (192uL, 1.86 mmole) and aqueous NaOH (500 uL-2.5 N, 1.25 mmole) at 0° C. and the mixture was allowed to warm to room temperature. After stirring for 3.5 hrs, the mixture was acidified with 1N HCl, brine (50 mL) was added and the mixture was extracted with EtOAc (200 mL). The extract ...